This data is from the Open Reaction Database (ORD), a public repository of structured organic reaction records. The task is: describe an organic reaction: reactants, conditions, products, and yield The reactants are O (water), ClC=1C=C2CC(NC2=CC1)=O (5-chloro-1,3-dihydroindol-2-one), C1(CCCCC1)C=O (cyclohexanecarboxaldehyde), N1CCCC1 (pyrrolidine). Solvent: C1(=CC=CC=C1)C (toluene). The product is ClC=1C=C2C(C(NC2=CC1)=O)=CC1CCCCC1 (5-Chloro-3-(cyclohexylmethylene)-1,3-dihydroindol-2-one). Isolated yield 67.3%. RXN SMILES: [Cl:1][C:2]1[CH:3]=[C:4]2[C:8](=[CH:9][CH:10]=1)[NH:7][C:6](=[O:11])[CH2:5]2.[CH:12]1([CH:18]=O)[CH2:17][CH2:16][CH2:15][CH2:14][CH2:13]1.N1CCCC1.O>C1(C)C=CC=CC=1>[Cl:1][C:2]1[CH:3]=[C:4]2[C:8](=[CH:9][CH:10]=1)[NH:7][C:6](=[O:11])[C:5]2=[CH:18][CH:12]1[CH2:17][CH2:16][CH2:15][CH2:14][CH2:13]1. Reported procedure: A solution of 10 g of 5-chloro-1,3-dihydroindol-2-one, 6.18 g of cyclohexanecarboxaldehyde and 4.93 ml of pyrrolidine in 250 ml of toluene is refluxed for 1 hour, the water formed being removed by means of a Dean-Stark apparatus. The reaction mixture is concentrated to about 90 ml and left to crystallize. The crystalline product formed is filtered off and washed with toluene and then with iso ether to give 9.7 g of the expected product after recrystallization from toluene. M.p.=203°-204° C.